Dataset: the Open Reaction Database (ORD), a public repository of structured organic reaction records. Task: describe an organic reaction: reactants, conditions, products, and yield Starting materials: NCC(O)C1=CC2=CC=CC=C2C=C1 (2-amino-1-(2-naphthyl)ethanol), C(#N)[BH3-].[Na+] (sodium cyanoborohydride), O=C(COC1=CC=C(C=C1)CC(=O)OC)C (methyl 4-(2-oxopropoxy)phenylacetate), C1=CC=CC=C1 (benzene). Solvent: CO (methanol). The product is COC(=O)CC1=CC=C(OCC(C)NCC(O)C2=CC3=CC=CC=C3C=C2)C=C1 (2-[2-(4-Methoxycarbonylmethylphenoxy)-1-methylethyl]amino-1-(2-naphthyl)ethanol). Isolated yield 51.2%. Reaction SMILES: [NH2:1][CH2:2][CH:3]([C:5]1[CH:14]=[CH:13][C:12]2[C:7](=[CH:8][CH:9]=[CH:10][CH:11]=2)[CH:6]=1)[OH:4].O=[C:16]([CH3:30])[CH2:17][O:18][C:19]1[CH:24]=[CH:23][C:22]([CH2:25][C:26]([O:28][CH3:29])=[O:27])=[CH:21][CH:20]=1.C1C=CC=CC=1.C([BH3-])#N.[Na+]>CO>[CH3:29][O:28][C:26]([CH2:25][C:22]1[CH:21]=[CH:20][C:19]([O:18][CH2:17][CH:16]([NH:1][CH2:2][CH:3]([C:5]2[CH:14]=[CH:13][C:12]3[C:7](=[CH:8][CH:9]=[CH:10][CH:11]=3)[CH:6]=2)[OH:4])[CH3:30])=[CH:24][CH:23]=1)=[O:27] |f:3.4|. Reported procedure: Following a procedure similar to that described in Example 6, but using 3 g of 2-amino-1-(2-naphthyl)ethanol (prepared as described in Preparation 9), 3.87 g of methyl 4-(2-oxopropoxy)phenylacetate (prepared as described in Preparation 3), 60 ml of benzene, 50 ml of absolute methanol and 2.49 g of sodium cyanoborohydride, 3.23 g of the title compound were obtained having an Rf=0.15 (thin layer chromatography over silica gel, using ethyl acetate as the developing solvent). The product is Cc1cccc(NC(=O)NC2N=C(C3CCCC3)c3ccccc3N(Cc3ncccc3C)C2=O)c1. Starting materials: CN(C)C=O, CCOC(C)=O, Cc1cccc(NC(=O)NC2N=C(C3CCCC3)c3ccccc3NC2=O)c1, Cc1cccnc1CCl, [H-], [I-], [Na+], [Na+]. As a reaction SMILES: [CH3:42][N:43]([CH3:44])[CH:45]=[O:46].[CH3:47][CH2:48][O:49][C:50](=[O:51])[CH3:52].[CH:3]1([C:8]2=[N:9][CH:10]([NH:20][C:21](=[O:22])[NH:23][c:24]3[cH:25][c:26]([CH3:30])[cH:27][cH:28][cH:29]3)[C:11](=[O:19])[NH:12][c:13]3[c:14]2[cH:15][cH:16][cH:17][cH:18]3)[CH2:4][CH2:5][CH2:6][CH2:7]1.[Cl:33][CH2:34][c:35]1[n:36][cH:37][cH:38][cH:39][c:40]1[CH3:41].[H-:1].[I-:32].[Na+:2].[Na+:31]>>[CH:3]1([C:8]2=[N:9][CH:10]([NH:20][C:21](=[O:22])[NH:23][c:24]3[cH:25][c:26]([CH3:30])[cH:27][cH:28][cH:29]3)[C:11](=[O:19])[N:12]([CH2:34][c:35]3[n:36][cH:37][cH:38][cH:39][c:40]3[CH3:41])[c:13]3[c:14]2[cH:15][cH:16][cH:17][cH:18]3)[CH2:4][CH2:5][CH2:6][CH2:7]1. Reactants: CC(=O)O[BH-](OC(C)=O)OC(C)=O, CNCCO, CCCN(CC1CC1)c1cc(C(=O)Nc2ccc(C=O)cc2C)ncn1, ClCCl. The product is CCCN(CC1CC1)c1cc(C(=O)Nc2ccc(CN(C)CCO)cc2C)ncn1. As a reaction SMILES: [C:32]([O:33][BH-:34]([O:35][C:36](=[O:37])[CH3:38])[O:39][C:40](=[O:41])[CH3:42])(=[O:43])[CH3:44].[CH3:27][NH:28][CH2:29][CH2:30][OH:31].[CH:1]1([CH2:4][N:5]([c:6]2[cH:7][c:8]([C:12](=[O:13])[NH:14][c:15]3[c:16]([CH3:23])[cH:17][c:18]([CH:21]=[O:22])[cH:19][cH:20]3)[n:9][cH:10][n:11]2)[CH2:24][CH2:25][CH3:26])[CH2:2][CH2:3]1.[Cl:45][CH2:46][Cl:47]>>[CH:1]1([CH2:4][N:5]([c:6]2[cH:7][c:8]([C:12](=[O:13])[NH:14][c:15]3[c:16]([CH3:23])[cH:17][c:18]([CH2:21][N:28]([CH3:27])[CH2:29][CH2:30][OH:31])[cH:19][cH:20]3)[n:9][cH:10][n:11]2)[CH2:24][CH2:25][CH3:26])[CH2:2][CH2:3]1. The reactants are Cl (hydrogen chloride), [H-].[Na+] (sodium hydride), FC1=C(C=C(C=C1)C1=NC=CC(=C1)OC)NC(=S)N (N-(2-fluoro-5-(4-methoxypyridin-2-yl)phenyl)-thiourea). Solvent: O1CCOCC1 (1,4-dioxane), C(C)(=O)OCC (ethyl acetate), CS(=O)C (dimethyl sulfoxide), C(C)(=O)OCC (ethyl acetate). Run at temperature 100 celsius, time 5 hour. Product: Cl.Cl.NC=1SC2=C(N1)C=C(C=C2)C2=NC=CC(=C2)OC (2-amino-5-(4-methoxypyridin-2-yl)benzothiazole dihydrochloride). RXN SMILES: F[C:2]1[CH:7]=[CH:6][C:5]([C:8]2[CH:13]=[C:12]([O:14][CH3:15])[CH:11]=[CH:10][N:9]=2)=[CH:4][C:3]=1[NH:16][C:17]([NH2:19])=[S:18].[H-].[Na+].[ClH:22]>CS(C)=O.C(OCC)(=O)C.O1CCOCC1>[ClH:22].[ClH:22].[NH2:19][C:17]1[S:18][C:2]2[CH:7]=[CH:6][C:5]([C:8]3[CH:13]=[C:12]([O:14][CH3:15])[CH:11]=[CH:10][N:9]=3)=[CH:4][C:3]=2[N:16]=1 |f:1.2,7.8.9|. Procedure details: To a suspension of N-(2-fluoro-5-(4-methoxypyridin-2-yl)phenyl)-thiourea (0.104 g) in dimethyl sulfoxide (5 ml) was added a sodium hydride (60% dispersion in mineral oil ,15.4 mg), and the mixture was stirred at 100° C. for 5 hours. The mixture was diluted with ethyl acetate and washed with water three times and brine. The separated organic layer was dried over sodium sulfate and evaporated under reduced pressure. The residue was purified by column chromatography (silica gel 10 g, 5% methanol in... Starting materials: CC(C)(C)OC(=O)Nc1ccc(-c2cccc(F)c2)cc1NC(=O)CC(=O)c1cccc(C#N)c1, ClCCl, O=C(O)C(F)(F)F. Reaction SMILES: [C:1]([O:2][C:3](=[O:4])[NH:7][c:8]1[c:9]([NH:21][C:22]([CH2:23][C:24](=[O:5])[c:26]2[cH:27][c:28]([C:32]#[N:33])[cH:29][cH:30][cH:31]2)=[O:34])[cH:10][c:11](-[c:14]2[cH:15][c:16]([F:20])[cH:17][cH:18][cH:19]2)[cH:12][cH:13]1)([CH3:6])([CH3:25])[CH3:35].[Cl:43][CH2:44][Cl:45].[F:36][C:37]([F:38])([F:39])[C:40]([OH:41])=[O:42]>>[N:7]1=[C:24]([c:26]2[cH:27][c:28]([C:32]#[N:33])[cH:29][cH:30][cH:31]2)[CH2:23][C:22](=[O:34])[NH:21][c:9]2[c:8]1[cH:13][cH:12][c:11](-[c:14]1[cH:15][c:16]([F:20])[cH:17][cH:18][cH:19]1)[cH:10]2. Product: N#Cc1cccc(C2=Nc3ccc(-c4cccc(F)c4)cc3NC(=O)C2)c1. Reactants: COCCOC, CC(C)c1ccc(CCl)cc1, CCOC(=O)CC(=O)c1ccc(F)cc1, [H-], [Na+], O. Yields the product CCOC(=O)C(Cc1ccc(C(C)C)cc1)C(=O)c1ccc(F)cc1. As a reaction SMILES: [CH3:30][O:31][CH2:32][CH2:33][O:34][CH3:35].[CH:18]([CH3:19])([CH3:20])[c:21]1[cH:22][cH:23][c:24]([CH2:25][Cl:26])[cH:27][cH:28]1.[F:1][c:2]1[cH:3][cH:4][c:5]([C:6](=[O:7])[CH2:8][C:9](=[O:10])[O:11][CH2:12][CH3:13])[cH:14][cH:15]1.[H-:16].[Na+:17].[OH2:29]>>[F:1][c:2]1[cH:3][cH:4][c:5]([C:6](=[O:7])[CH:8]([C:9](=[O:10])[O:11][CH2:12][CH3:13])[CH2:25][c:24]2[cH:23][cH:22][c:21]([CH:18]([CH3:19])[CH3:20])[cH:28][cH:27]2)[cH:14][cH:15]1. The reactants are CC(C)N(C(=O)OC(C)(C)C)c1ncc(-c2cc(-c3ccccc3)c3nc(C(=O)O)cn3c2)s1, O=C(O)C(F)(F)F. Yields the product CC(C)Nc1ncc(-c2cc(-c3ccccc3)c3nc(C(=O)O)cn3c2)s1. As a reaction SMILES: [C:1]([O:2][C:3](=[O:4])[N:8]([c:9]1[s:10][c:11](-[c:14]2[cH:15][c:16](-[c:26]3[cH:27][cH:28][cH:29][cH:30][cH:31]3)[c:17]3[n:18]([cH:19]2)[cH:20][c:21]([C:23](=[O:24])[OH:25])[n:22]3)[cH:12][n:13]1)[CH:32]([CH3:33])[CH3:34])([CH3:5])([CH3:6])[CH3:7].[F:35][C:36]([F:37])([F:38])[C:39]([OH:40])=[O:41]>>[NH:8]([c:9]1[s:10][c:11](-[c:14]2[cH:15][c:16](-[c:26]3[cH:27][cH:28][cH:29][cH:30][cH:31]3)[c:17]3[n:18]([cH:19]2)[cH:20][c:21]([C:23](=[O:24])[OH:25])[n:22]3)[cH:12][n:13]1)[CH:32]([CH3:33])[CH3:34].